From a dataset of the Open Reaction Database (ORD), a public repository of structured organic reaction records. describe an organic reaction: reactants, conditions, products, and yield Starting materials: ClCCOC1=C2CC(NC2=C(C=C1)F)=O (4-(2-Chloroethoxy)-7-fluoro-1,3-dihydro-indol-2-one), C1NC=CC2=CC=CC=C12 (dihydroisoquinoline), intermediate 16. Solvent: CS(=O)C (dimethyl sulfoxide). Yields the product C1N(CCC2=CC=CC=C12)CCOC1=C2CC(NC2=C(C=C1)F)=O (4-[2-(3,4-Dihydro-1H-isoquinolin-2-yl)-ethoxy]-7-fluoro-1,3-dihydro-indol-2-one). The yield is 45.0%. RXN SMILES: Cl[CH2:2][CH2:3][O:4][C:5]1[CH:13]=[CH:12][C:11]([F:14])=[C:10]2[C:6]=1[CH2:7][C:8](=[O:15])[NH:9]2.[CH2:16]1[C:25]2[C:20](=[CH:21][CH:22]=[CH:23][CH:24]=2)[CH:19]=[CH:18][NH:17]1>CS(C)=O>[CH2:16]1[C:25]2[C:20](=[CH:21][CH:22]=[CH:23][CH:24]=2)[CH2:19][CH2:18][N:17]1[CH2:2][CH2:3][O:4][C:5]1[CH:13]=[CH:12][C:11]([F:14])=[C:10]2[C:6]=1[CH2:7][C:8](=[O:15])[NH:9]2. Procedure details: 4-(2-Chloroethoxy)-7-fluoro-1,3-dihydro-indol-2-one was reacted with dihydroisoquinoline in anhydrous dimethyl sulfoxide in the same manner described for intermediate 16 to afford the title compound in 45% yield. The fumarate salt was made in ethanol: mp 230°-235° C. The product is CN(CCc1ccccc1)C1CCN(C(=O)c2cc(OCc3ccccc3)nc3ccccc23)CC1. Reactants: CN(CCc1ccccc1)C1CCN(C(=O)c2cc(Cl)nc3ccccc23)CC1, CN(C)C=O, [H-], [Na+], O, OCc1ccccc1. Reaction SMILES: [CH3:11][N:12]([CH2:13][CH2:14][c:15]1[cH:16][cH:17][cH:18][cH:19][cH:20]1)[CH:21]1[CH2:22][CH2:23][N:24]([C:27](=[O:28])[c:29]2[cH:30][c:31]([Cl:39])[n:32][c:33]3[cH:34][cH:35][cH:36][cH:37][c:38]23)[CH2:25][CH2:26]1.[CH3:41][N:42]([CH3:43])[CH:44]=[O:45].[H-:9].[Na+:10].[OH2:40].[OH:1][CH2:2][c:3]1[cH:4][cH:5][cH:6][cH:7][cH:8]1>>[O:1]([CH2:2][c:3]1[cH:4][cH:5][cH:6][cH:7][cH:8]1)[c:31]1[cH:30][c:29]([C:27]([N:24]2[CH2:23][CH2:22][CH:21]([N:12]([CH3:11])[CH2:13][CH2:14][c:15]3[cH:16][cH:17][cH:18][cH:19][cH:20]3)[CH2:26][CH2:25]2)=[O:28])[c:38]2[c:33]([n:32]1)[cH:34][cH:35][cH:36][cH:37]2. Starting materials: ClC1=NC=CC(=N1)N1CCC(CC1)CNC(C1=CC=C(C=C1)C=1OC2=C(N1)C=C(C=C2C(C)C)C#N)=O (N-{[1-(2-Chloropyrimidin-4-yl)piperidin-4-yl]methyl}-4-(5-cyano-7-isopropyl-1,3-benzoxazol-2-yl)benzamide), CNC (dimethylamine), resultant mixture. Product: C(#N)C=1C=C(C2=C(N=C(O2)C2=CC=C(C(=O)NCC3CCN(CC3)C3=NC(=NC=C3)N(C)C)C=C2)C1)C(C)C (4-(5-Cyano-7-isopropyl-1,3-benzoxazol-2-yl)-N-({1-[2-(dimethylamino)pyrimidin-4-yl]piperidin-4-yl}methyl)benzamide). The yield is 48.0%. RXN SMILES: Cl[C:2]1[N:7]=[C:6]([N:8]2[CH2:13][CH2:12][CH:11]([CH2:14][NH:15][C:16](=[O:37])[C:17]3[CH:22]=[CH:21][C:20]([C:23]4[O:24][C:25]5[C:31]([CH:32]([CH3:34])[CH3:33])=[CH:30][C:29]([C:35]#[N:36])=[CH:28][C:26]=5[N:27]=4)=[CH:19][CH:18]=3)[CH2:10][CH2:9]2)[CH:5]=[CH:4][N:3]=1.[CH3:38][NH:39][CH3:40]>>[C:35]([C:29]1[CH:30]=[C:31]([CH:32]([CH3:34])[CH3:33])[C:25]2[O:24][C:23]([C:20]3[CH:21]=[CH:22][C:17]([C:16]([NH:15][CH2:14][CH:11]4[CH2:12][CH2:13][N:8]([C:6]5[CH:5]=[CH:4][N:3]=[C:2]([N:39]([CH3:40])[CH3:38])[N:7]=5)[CH2:9][CH2:10]4)=[O:37])=[CH:18][CH:19]=3)=[N:27][C:26]=2[CH:28]=1)#[N:36]. Procedure: A 5-ml microwave vial was charged with N-{[1-(2-chloropyrimidin-4-yl)piperidin-4-yl]methyl}-4-(5-cyano-7-isopropyl-1,3-benzoxazol-2-yl)benzamide (31 mg, EXAMPLE 7) and dimethylamine (2M in tetrahydrofuran, 3 ml). The resultant mixture was heated to 130° C. for 15 min in a microwave reactor. The mixture was concentrated in vacuo and the residue purified via flash chromatography on a Biotage Horizon 25M column, eluting with 10 column volumes of 100% ethyl acetate, to provide the title compound (15... Starting materials: C1CCNCC1, CC(=O)CC(C)=O, Cc1cc(=O)c2cccc(C=O)c2o1, CC(=O)O, ClCCl. The product is CC(=O)C(=Cc1cccc2c(=O)cc(C)oc12)C(C)=O. Reaction SMILES: [CH2:26]1[CH2:27][CH2:28][NH:29][CH2:30][CH2:31]1.[CH3:15][C:16]([CH2:17][C:18]([CH3:19])=[O:20])=[O:21].[CH3:1][c:2]1[o:3][c:4]2[c:5]([CH:13]=[O:14])[cH:6][cH:7][cH:8][c:9]2[c:10](=[O:12])[cH:11]1.[CH3:22][C:23](=[O:24])[OH:25].[Cl:32][CH2:33][Cl:34]>>[CH3:1][c:2]1[o:3][c:4]2[c:5]([CH:13]=[C:17]([C:16]([CH3:15])=[O:21])[C:18]([CH3:19])=[O:20])[cH:6][cH:7][cH:8][c:9]2[c:10](=[O:12])[cH:11]1. Isolated yield 33.0%. Reactants: C1(CC1)C=O (cyclopropanecarboxaldehyde), C(C)(=O)O[BH-](OC(C)=O)OC(C)=O.[Na+] (sodium triacetoxyborohydride), Cl (HCl), ClC1=C(C(=O)NC(C2=CC=CC=C2)C2(CCCC2)NC)C=CC=C1C(F)(F)F ((±)-2-chloro-N-[[1-(methylamino)cyclopentyl](phenyl)methyl]-3-(trifluoromethyl)benzamide). Run at time 8 hour. As a reaction SMILES: [Cl:1][C:2]1[C:24]([C:25]([F:28])([F:27])[F:26])=[CH:23][CH:22]=[CH:21][C:3]=1[C:4]([NH:6][CH:7]([C:14]1([NH:19][CH3:20])[CH2:18][CH2:17][CH2:16][CH2:15]1)[C:8]1[CH:13]=[CH:12][CH:11]=[CH:10][CH:9]=1)=[O:5].[CH:29]1([CH:32]=O)[CH2:31][CH2:30]1.C(O[BH-](OC(=O)C)OC(=O)C)(=O)C.[Na+].Cl>C(O)(=O)C.ClCCCl.C(Cl)Cl.CCOCC>[ClH:1].[Cl:1][C:2]1[C:24]([C:25]([F:26])([F:27])[F:28])=[CH:23][CH:22]=[CH:21][C:3]=1[C:4]([NH:6][CH:7]([C:14]1([N:19]([CH2:32][CH:29]2[CH2:31][CH2:30]2)[CH3:20])[CH2:18][CH2:17][CH2:16][CH2:15]1)[C:8]1[CH:9]=[CH:10][CH:11]=[CH:12][CH:13]=1)=[O:5] |f:2.3,9.10|. Procedure: To a solution (±)-2-chloro-N-[[1-(methylamino)cyclopentyl](phenyl)methyl]-3-(trifluoromethyl)benzamide E22 (143 g; 0.35 mmol), cyclopropanecarboxaldehyde (0.026 ml; 0.035 mmol) and acetic acid (3 drops) in 1,2-dichloroethane (10 ml) was added sodium triacetoxyborohydride (303 mg; 1.4 mmol). The resulting mixture was allowed to stir at room temperature under argon overnight. Then the reaction mixture was diluted with DCM (20 ml), washed with saturated potassium carbonate solution and brine, dried... Reagents/catalysts: C(C)(=O)O (acetic acid). Product: Cl.ClC1=C(C(=O)NC(C2=CC=CC=C2)C2(CCCC2)N(C)CC2CC2)C=CC=C1C(F)(F)F ((±)-2-Chloro-N-[{1-[(cyclopropylmethyl)(methyl)amino]cyclopentyl}(phenyl)methyl]-3-(trifluoromethyl)benzamide hydrochloride), hydrochloride salt. The solvent is ClCCCl (1,2-dichloroethane), C(Cl)Cl (DCM), CCOCC (ether). Reactants: C(C)(=O)NC1=CC(=C(C(=O)Cl)C=C1Cl)OC (4-acetylamino-5-chloro-2-methoxy-benzoyl chloride), [N-]=[N+]=[N-].[Na+] (sodium azide). Run in CC(=O)C (acetone). Run at time 30 minute. Product: C(C)(=O)NC1=CC(=C(C(=O)N=[N+]=[N-])C=C1Cl)OC (4-acetylamino-5-chloro-2-methoxy-benzoyl azide). Yield: 209.7%. As a reaction SMILES: [C:1]([NH:4][C:5]1[C:13]([Cl:14])=[CH:12][C:8]([C:9](Cl)=[O:10])=[C:7]([O:15][CH3:16])[CH:6]=1)(=[O:3])[CH3:2].[N-:17]=[N+:18]=[N-:19].[Na+]>CC(C)=O>[C:1]([NH:4][C:5]1[C:13]([Cl:14])=[CH:12][C:8]([C:9]([N:17]=[N+:18]=[N-:19])=[O:10])=[C:7]([O:15][CH3:16])[CH:6]=1)(=[O:3])[CH3:2] |f:1.2|. Procedure: An acetone solution of 4-acetylamino-5-chloro-2-methoxy-benzoyl chloride (e6) (2.0 g) was added to a stirred aqueous solution of sodium azide (2.0 g) and the suspension stirred at room temperature for 30 minutes. Extraction with ethyl acetate gave 4-acetylamino-5-chloro-2-methoxy-benzoyl azide (e7) (4.3 g) as a white crystalline solid on trituration under petrol, m.p. 135°-140°. [I.R.ν(N3)=2140 cm-1 and ν(C=O)=1645, 1705 cm-1 ] Starting materials: C(C1=CC=CC=C1)OC1=C(C=C(CO)C=C1)OC (4-(benzyloxy)-3-methoxybenzyl alcohol), P(Br)(Br)Br (PBr3). Run in C(C)OCC (diethyl ether), C(C)OCC (diethyl ether). Reaction conditions: time 3 hour. Yields the product C(C1=CC=CC=C1)OC1=C(C=C(CBr)C=C1)OC (4-(benzyloxy)-3-methoxybenzyl bromide). Isolated yield 192.6%. Reaction SMILES: [CH2:1]([O:8][C:9]1[CH:16]=[CH:15][C:12]([CH2:13]O)=[CH:11][C:10]=1[O:17][CH3:18])[C:2]1[CH:7]=[CH:6][CH:5]=[CH:4][CH:3]=1.P(Br)(Br)[Br:20]>C(OCC)C>[CH2:1]([O:8][C:9]1[CH:16]=[CH:15][C:12]([CH2:13][Br:20])=[CH:11][C:10]=1[O:17][CH3:18])[C:2]1[CH:7]=[CH:6][CH:5]=[CH:4][CH:3]=1. Procedure: To a solution of 4-(benzyloxy)-3-methoxybenzyl alcohol (9.0 g, 36.84 mmol) in anhydrous diethyl ether (150 mL) was slowly added PBr3 (4.99 g, 18.42 mmol) via syringe, and the resulting mixture was stirred at room temperature for 3 hours. The mixture was diluted with diethyl ether (100 mL) and washed with saturated aqueous NaHCO3 (2×75 mL) and brine (2×75 mL). The organic layer was dried over anhydrous MgSO4, and the solvent was removed under reduced pressure to afford 4-(benzyloxy)-3-methoxybenz... Reactants: C(C)NC1=NC=CC(=C1)C=1N=C(NC1)S (4-(2-ethylamino-4-pyridyl)imidazole-2-thiol), pure product. Reagents/catalysts: [Ni] (Raney nickel). Solvent: CN(C=O)C (dimethylformamide). Yields the product C(C)NC1=NC=CC(=C1)C=1N=CNC1 (2-ethylamino-4-(4-imidazolyl)pyridine). RXN SMILES: [CH2:1]([NH:3][C:4]1[CH:9]=[C:8]([C:10]2[N:11]=[C:12](S)[NH:13][CH:14]=2)[CH:7]=[CH:6][N:5]=1)[CH3:2]>[Ni].CN(C)C=O>[CH2:1]([NH:3][C:4]1[CH:9]=[C:8]([C:10]2[N:11]=[CH:12][NH:13][CH:14]=2)[CH:7]=[CH:6][N:5]=1)[CH3:2]. Procedure: A mixture of 1.1 g. (5 mmoles) of 4-(2-ethylamino-4-pyridyl)imidazole-2-thiol and 4.0 g. of Raney nickel in 30 ml. of dimethylformamide was heated at 120° C. for 4 hours. The catalysts was filtered through celite and the filtrate concentrated under reduced pressure to remove the solvent. The residual oil solidified on trituration with diethyl ether affording 830 mg. (88%) of the desired product. Purification by chromatographing over 35 g. of silica gel using chloroform-methanol (19:1, v:v) as th... The reactants are ClC1=CN=C2C(=N1)N=C(C=C2)NC(=O)NCC (1-(3-chloropyrido[2,3-b]pyrazin-6-yl)-3-ethylurea), C1(CCCCC1)C1=CC=C(N)C=C1 (4-cyclohexylaniline), CC(C)([O-])C.[Na+] (sodium tert-butoxide), C1(CCCCC1)P(C1=C(C=CC=C1)C1=CC=CC=C1)C1CCCCC1 (2-(dicyclohexylphosphanyl)biphenyl). The reagents and catalysts are C=1C=CC(=CC1)/C=C/C(=O)/C=C/C2=CC=CC=C2.C=1C=CC(=CC1)/C=C/C(=O)/C=C/C2=CC=CC=C2.C=1C=CC(=CC1)/C=C/C(=O)/C=C/C2=CC=CC=C2.[Pd].[Pd] (tris(dibenzylideneacetone)dipalladium(0)). The solvent is C1(=CC=CC=C1)C (toluene). Conditions: temperature 100 celsius. Yields the product C1(CCCCC1)C1=CC=C(C=C1)NC1=CN=C2C(=N1)N=C(C=C2)NC(=O)NCC (1-[3-(4-cyclohexylphenylamino)pyrido[2,3-b]pyrazin-6-yl]-3-ethylurea). As a reaction SMILES: Cl[C:2]1[N:7]=[C:6]2[N:8]=[C:9]([NH:12][C:13]([NH:15][CH2:16][CH3:17])=[O:14])[CH:10]=[CH:11][C:5]2=[N:4][CH:3]=1.[CH:18]1([C:24]2[CH:30]=[CH:29][C:27]([NH2:28])=[CH:26][CH:25]=2)[CH2:23][CH2:22][CH2:21][CH2:20][CH2:19]1.CC(C)([O-])C.[Na+].C1(P(C2CCCCC2)C2C=CC=CC=2C2C=CC=CC=2)CCCCC1>C1(C)C=CC=CC=1.C1C=CC(/C=C/C(/C=C/C2C=CC=CC=2)=O)=CC=1.C1C=CC(/C=C/C(/C=C/C2C=CC=CC=2)=O)=CC=1.C1C=CC(/C=C/C(/C=C/C2C=CC=CC=2)=O)=CC=1.[Pd].[Pd]>[CH:18]1([C:24]2[CH:25]=[CH:26][C:27]([NH:28][C:2]3[N:7]=[C:6]4[N:8]=[C:9]([NH:12][C:13]([NH:15][CH2:16][CH3:17])=[O:14])[CH:10]=[CH:11][C:5]4=[N:4][CH:3]=3)=[CH:29][CH:30]=2)[CH2:19][CH2:20][CH2:21][CH2:22][CH2:23]1 |f:2.3,6.7.8.9.10|. Procedure details: 83 mg of 1-(3-chloropyrido[2,3-b]pyrazin-6-yl)-3-ethylurea (0.33 mmol), 99 mg of 4-cyclohexylaniline (0.55 mmol), 30 mg of sodium tert-butoxide (0.30 mmol), 29 mg of tris(dibenzylideneacetone)dipalladium(0) (0.03 mmol) and 68 mg of 2-(dicyclohexylphosphanyl)biphenyl (0.19 mmol) were initially charged in 1.5 ml of dried toluene. The reaction mixture was heated to 100° C. under nitrogen in a microwave (100 watt) for 30 minutes. The solvent was removed under reduced pressure and the crude product w...